Dataset: the Open Reaction Database (ORD), a public repository of structured organic reaction records. Task: describe an organic reaction: reactants, conditions, products, and yield Reactants: FC(C1=CC=C(C=C1)CCO)(F)F (2-(4-(trifluoromethyl)phenyl)ethanol), ClC1=NC(N2C(N(CCC2)C)=C1)=O (8-chloro-1-methyl-3,4-dihydro-1H-pyrimido[1,6-a]pyrimidin-6(2H)-one). Yields the product CN1C=2N(CCC1)C(N=C(C2)OCCC2=CC=C(C=C2)C(F)(F)F)=O (1-Methyl-8-[2-(4-trifluoromethyl-phenyl)-ethoxy]-1,2,3,4-tetrahydro-pyrimido[1,6-a]pyrimidin-6-one). RXN SMILES: [F:1][C:2]([F:13])([F:12])[C:3]1[CH:8]=[CH:7][C:6]([CH2:9][CH2:10][OH:11])=[CH:5][CH:4]=1.Cl[C:15]1[CH:25]=[C:19]2[N:20]([CH3:24])[CH2:21][CH2:22][CH2:23][N:18]2[C:17](=[O:26])[N:16]=1>>[CH3:24][N:20]1[CH2:21][CH2:22][CH2:23][N:18]2[C:17](=[O:26])[N:16]=[C:15]([O:11][CH2:10][CH2:9][C:6]3[CH:5]=[CH:4][C:3]([C:2]([F:12])([F:13])[F:1])=[CH:8][CH:7]=3)[CH:25]=[C:19]12. Procedure details: The title compound or its salt was prepared by a procedure similar to that described for E11 starting from 2-(4-(trifluoromethyl)phenyl)ethanol and 8-chloro-1-methyl-3,4-dihydro-1H-pyrimido[1,6-a]pyrimidin-6(2H)-one. Reactants: O=C([O-])[O-], CS(C)=O, BrCC1CC1, Cl, [K+], [K+], CCOC(=O)C(=NO)c1csc(NC(c2ccccc2)(c2ccccc2)c2ccccc2)n1. Product: CCOC(=O)C(=NOCC1CC1)c1csc(NC(c2ccccc2)(c2ccccc2)c2ccccc2)n1. Reaction SMILES: [C:40](=[O:41])([O-:42])[O-:43].[CH3:46][S:47]([CH3:48])=[O:49].[CH:35]1([CH2:38][Br:39])[CH2:36][CH2:37]1.[ClH:34].[K+:44].[K+:45].[OH:1][N:2]=[C:3]([C:4](=[O:5])[O:6][CH2:7][CH3:8])[c:9]1[n:10][c:11]([NH:14][C:15]([c:16]2[cH:17][cH:18][cH:19][cH:20][cH:21]2)([c:22]2[cH:23][cH:24][cH:25][cH:26][cH:27]2)[c:28]2[cH:29][cH:30][cH:31][cH:32][cH:33]2)[s:12][cH:13]1>>[O:1]([N:2]=[C:3]([C:4](=[O:5])[O:6][CH2:7][CH3:8])[c:9]1[n:10][c:11]([NH:14][C:15]([c:16]2[cH:17][cH:18][cH:19][cH:20][cH:21]2)([c:22]2[cH:23][cH:24][cH:25][cH:26][cH:27]2)[c:28]2[cH:29][cH:30][cH:31][cH:32][cH:33]2)[s:12][cH:13]1)[CH2:38][CH:35]1[CH2:36][CH2:37]1. Starting materials: COC(=O)C(=NN(C)C)c1ccc(OCCOc2ccc3ccccc3c2)cc1, CCCCCC, CO, ClCCl, [Na+], C1CCOC1, [OH-], O. Yields the product CN(C)N=C(C(=O)O)c1ccc(OCCOc2ccc3ccccc3c2)cc1. As a reaction SMILES: [CH3:1][O:2][C:3]([C:4]([c:5]1[cH:6][cH:7][c:8]([O:11][CH2:12][CH2:13][O:14][c:15]2[cH:16][c:17]3[cH:18][cH:19][cH:20][cH:21][c:22]3[cH:23][cH:24]2)[cH:9][cH:10]1)=[N:25][N:26]([CH3:27])[CH3:28])=[O:29].[CH3:32][CH2:33][CH2:34][CH2:35][CH2:36][CH3:37].[CH3:41][OH:42].[Cl:38][CH2:39][Cl:40].[Na+:31].[O:43]1[CH2:44][CH2:45][CH2:46][CH2:47]1.[OH-:30].[OH2:48]>>[O:2]=[C:3]([C:4]([c:5]1[cH:6][cH:7][c:8]([O:11][CH2:12][CH2:13][O:14][c:15]2[cH:16][c:17]3[cH:18][cH:19][cH:20][cH:21][c:22]3[cH:23][cH:24]2)[cH:9][cH:10]1)=[N:25][N:26]([CH3:27])[CH3:28])[OH:29]. Starting materials: CC#N, CCOC(C)=O, O=C(Cl)Oc1ccccc1, c1ccncc1, Nc1cccn2ccnc12. Product: O=C(Nc1cccn2ccnc12)Oc1ccccc1. As a reaction SMILES: [CH3:27][C:28]#[N:29].[CH3:30][CH2:31][O:32][C:33]([CH3:34])=[O:35].[Cl:17][C:18](=[O:19])[O:20][c:21]1[cH:22][cH:23][cH:24][cH:25][cH:26]1.[cH:11]1[cH:12][cH:13][n:14][cH:15][cH:16]1.[n:1]1[cH:2][cH:3][n:4]2[c:5]1[c:6]([NH2:10])[cH:7][cH:8][cH:9]2>>[n:1]1[cH:2][cH:3][n:4]2[c:5]1[c:6]([NH:10][C:18](=[O:19])[O:20][c:21]1[cH:22][cH:23][cH:24][cH:25][cH:26]1)[cH:7][cH:8][cH:9]2. The reactants are C(C)C1=NN=C2N1C=1C=C(C(NC1C=C2)=O)C2=CC=CC=C2 (1-ethyl-8-phenyl[1,2,4]triazolo[4,3-a]-1,5-naphthyridin-7(6H)-one), O=P(Cl)(Cl)Cl (POCl3). Solvent: C(C)#N (acetonitrile). Conditions: temperature 150 celsius. Yields the product ClC=1N=C2C=CC=3N(C2=CC1C1=CC=CC=C1)C(=NN3)CC (7-chloro-1-ethyl-8-phenyl[1,2,4]triazolo[4,3-a]-1,5-naphthyridine). Reaction SMILES: [CH2:1]([C:3]1[N:7]2[C:8]3[CH:9]=[C:10]([C:17]4[CH:22]=[CH:21][CH:20]=[CH:19][CH:18]=4)[C:11](=O)[NH:12][C:13]=3[CH:14]=[CH:15][C:6]2=[N:5][N:4]=1)[CH3:2].O=P(Cl)(Cl)[Cl:25]>C(#N)C>[Cl:25][C:11]1[N:12]=[C:13]2[C:8](=[CH:9][C:10]=1[C:17]1[CH:22]=[CH:21][CH:20]=[CH:19][CH:18]=1)[N:7]1[C:3]([CH2:1][CH3:2])=[N:4][N:5]=[C:6]1[CH:15]=[CH:14]2. Reported procedure: A mixture of 1-ethyl-8-phenyl[1,2,4]triazolo[4,3-a]-1,5-naphthyridin-7(6H)-one (7-4) (70 mg, 0.241 mmol) and POCl3 (3.0 mL, 32.2 mmol) in acetonitrile (2 mL) was heated under microwave irradiation at 150° C. for 1.5 hours. The solvent was removed under reduced pressure, and the residue was diluted with CHCl3, washed with sat. NaHCO3 solution, dried (MgSO4), filtered, and the solvent was removed under reduced pressure to give 7-chloro-1-ethyl-8-phenyl[1,2,4]triazolo[4,3-a]-1,5-naphthyridine (7-5)... RXN SMILES: C[O:2][C:3](=O)[CH:4]([C:12]#[N:13])[CH2:5][C:6]1([CH3:11])[O:10][CH2:9][CH2:8][O:7]1.[C:15]([NH2:23])(=[NH:22])[C:16]1[CH:21]=[CH:20][CH:19]=[CH:18][CH:17]=1.C1CCN2C(=NCCC2)CC1>CN(C=O)C.C(Cl)(Cl)Cl>[NH2:13][C:12]1[N:23]=[C:15]([C:16]2[CH:21]=[CH:20][CH:19]=[CH:18][CH:17]=2)[N:22]=[C:3]([OH:2])[C:4]=1[CH2:5][C:6]1([CH3:11])[O:7][CH2:8][CH2:9][O:10]1. The product is NC1=C(C(=NC(=N1)C1=CC=CC=C1)O)CC1(OCCO1)C (6-Amino-5-(2-methyl-[1,3]-dioxolan-2-ylmethyl)-2-phenylpyrimidin-4-ol). Reported procedure: A solution of acetal (2) (1 g, 5.02 mmol), benzamidine (786 mg, 5.02 mmol), and DBU (1.5 mL, 10.04 mmol) in dry DMF (15 mL) was heated to 85° C. for 15 h. The mixture was diluted with CHCl3 (30 mL) and washed with 0.5 N NaOH (10 mL) and H2O (20 mL). The organic fraction was dried, filtered and concentrated to a brown oil. Flash chromatography (SiO2; 1/9 EtOAc/CH2Cl2, Rf 0.35) was attempted, but material crystallized on the column. The silica gel was washed with MeOH. Fractions containing the pro... Reactants: COC(C(CC1(OCCO1)C)C#N)=O (2-Cyano-3-(2-methyl-[1,3]-dioxolan-2-yl)-propionic acid methyl ester), C(C1=CC=CC=C1)(=N)N (benzamidine), C1CCC2=NCCCN2CC1 (DBU). Run in CN(C)C=O (DMF), C(Cl)(Cl)Cl (CHCl3).